From a dataset of the Open Reaction Database (ORD), a public repository of structured organic reaction records. describe an organic reaction: reactants, conditions, products, and yield Reactants: COC(=O)C(C)(C)COC(=O)N1CCCC(N(Cc2cc(C(F)(F)F)cc(C(F)(F)F)c2)c2nnn(C)n2)c2cc3c(cc21)CCC3, CCOC(C)=O, CO, Cl, [Na+], [OH-], O. Product: Cn1nnc(N(Cc2cc(C(F)(F)F)cc(C(F)(F)F)c2)C2CCCN(C(=O)OCC(C)(C)C(=O)O)c3cc4c(cc32)CCC4)n1. As a reaction SMILES: [CH3:3][O:4][C:5](=[O:6])[C:7]([CH2:8][O:9][C:10](=[O:11])[N:12]1[CH2:13][CH2:14][CH2:15][CH:16]([N:26]([c:27]2[n:28][n:29][n:30]([CH3:32])[n:31]2)[CH2:33][c:34]2[cH:35][c:36]([C:44]([F:45])([F:46])[F:47])[cH:37][c:38]([C:40]([F:41])([F:42])[F:43])[cH:39]2)[c:17]2[cH:18][c:19]3[c:23]([cH:24][c:25]21)[CH2:22][CH2:21][CH2:20]3)([CH3:48])[CH3:49].[CH3:51][CH2:52][O:53][C:54](=[O:55])[CH3:56].[CH3:57][OH:58].[ClH:50].[Na+:2].[OH-:1].[OH2:59]>>[O:4]=[C:5]([OH:6])[C:7]([CH2:8][O:9][C:10](=[O:11])[N:12]1[CH2:13][CH2:14][CH2:15][CH:16]([N:26]([c:27]2[n:28][n:29][n:30]([CH3:32])[n:31]2)[CH2:33][c:34]2[cH:35][c:36]([C:44]([F:45])([F:46])[F:47])[cH:37][c:38]([C:40]([F:41])([F:42])[F:43])[cH:39]2)[c:17]2[cH:18][c:19]3[c:23]([cH:24][c:25]21)[CH2:22][CH2:21][CH2:20]3)([CH3:48])[CH3:49]. Reactants: solution, [H-].[H-].[H-].[H-].[Li+].[Al+3] (LiAlH4), C(C1=CC=CC=C1)OC(=O)N[C@@H](CCCCCC(=O)OC(C)(C)C)C(=O)N(C)OC ((S)-tert-butyl 7-(((benzyloxy)carbonyl)amino)-8-(methoxy(methyl)amino)-8-oxooctanoate). Run in C1CCOC1 (THF), C1CCOC1 (THF). Reaction conditions: temperature -20 celsius, time 30 minute. Yields the product C(C1=CC=CC=C1)OC(=O)N[C@@H](CCCCCC(=O)OC(C)(C)C)C=O ((S)-tert-butyl 7-(((benzyloxy)carbonyl)amino)-8-oxooctanoate). Reaction SMILES: [CH2:1]([O:8][C:9]([NH:11][C@H:12]([C:25](N(OC)C)=[O:26])[CH2:13][CH2:14][CH2:15][CH2:16][CH2:17][C:18]([O:20][C:21]([CH3:24])([CH3:23])[CH3:22])=[O:19])=[O:10])[C:2]1[CH:7]=[CH:6][CH:5]=[CH:4][CH:3]=1.[H-].[H-].[H-].[H-].[Li+].[Al+3]>C1COCC1>[CH2:1]([O:8][C:9]([NH:11][C@H:12]([CH:25]=[O:26])[CH2:13][CH2:14][CH2:15][CH2:16][CH2:17][C:18]([O:20][C:21]([CH3:22])([CH3:23])[CH3:24])=[O:19])=[O:10])[C:2]1[CH:3]=[CH:4][CH:5]=[CH:6][CH:7]=1 |f:1.2.3.4.5.6|. Reported procedure: To a stirred solution of D1 in THF (0.15 M) cooled to −20° C., was added dropwise a 1.0 M solution of LiAlH4 in THF (1.25 eq.). Reaction mixture was stirred at −20° C. for 30 min before quenching with EtOAc and partitioning between EtOAc and 0.1 M HCl. The organic phase was separated and the aqueous phase extracted into EtOAc. The combined organic extracts were washed with H2O, brine, dried over Na2SO4 and concentrated under reduced pressure to give the title compound as pale yellow oil which wa... Reactants: CCCCOC(=O)NC1CCN(C(=O)OCc2ccccc2)CC1, CCO, [H][H]. Reaction SMILES: [CH2:1]([O:2][C:3](=[O:4])[N:11]1[CH2:12][CH2:13][CH:14]([NH:17][C:18](=[O:19])[O:20][CH2:21][CH2:22][CH2:23][CH3:24])[CH2:15][CH2:16]1)[c:5]1[cH:6][cH:7][cH:8][cH:9][cH:10]1.[CH3:27][CH2:28][OH:29].[H:25][H:26]>>[NH:11]1[CH2:12][CH2:13][CH:14]([NH:17][C:18](=[O:19])[O:20][CH2:21][CH2:22][CH2:23][CH3:24])[CH2:15][CH2:16]1. The product is CCCCOC(=O)NC1CCNCC1. Starting materials: C1(=CCCCC1)[C@@H]1C(CC[C@H]([C@H]1OC)OCC1=CC=C(C=C1)OC)=O ((2S,3S,4R)-2-(cyclohex-1-enyl)-3-methoxy-4-p-methoxybenzyloxy-cyclohexanone), [I-].[Li+] (lithium iodide), [I-].C[S+](=O)(C)C (trimethylsulphoxonium iodide), [H-].[Na+] (sodium hydride). Solvent: C1CCOC1 (THF), C1CCOC1 (THF), CS(=O)C (DMSO). Reaction conditions: temperature 0 celsius, time 40 minute. The product is C1(=CCCCC1)[C@@H]1[C@@]2(CO2)CC[C@H]([C@H]1OC)OCC1=CC=C(C=C1)OC ((3R,4S,5S,6R)-4-(cyclohex-1-enyl)-5-methoxy-6-p-methoxybenzyloxy-1-oxaspiro[2,5]octane). The yield is 48.2%. Reaction SMILES: [I-].[CH3:2][S+](C)(C)=O.[H-].[Na+].[I-].[Li+].[C:11]1([C@H:17]2[C@H:22]([O:23][CH3:24])[C@H:21]([O:25][CH2:26][C:27]3[CH:32]=[CH:31][C:30]([O:33][CH3:34])=[CH:29][CH:28]=3)[CH2:20][CH2:19][C:18]2=[O:35])[CH2:16][CH2:15][CH2:14][CH2:13][CH:12]=1>CS(C)=O.C1COCC1>[C:11]1([C@H:17]2[C@H:22]([O:23][CH3:24])[C@H:21]([O:25][CH2:26][C:27]3[CH:32]=[CH:31][C:30]([O:33][CH3:34])=[CH:29][CH:28]=3)[CH2:20][CH2:19][C@:18]32[O:35][CH2:2]3)[CH2:16][CH2:15][CH2:14][CH2:13][CH:12]=1 |f:0.1,2.3,4.5|. Procedure details: 385 mg (1.74 mmol) of trimethylsulphoxonium iodide are added to a suspension of sodium hydride (28 mg, 1.16 mmol) in 1 mL of DMSO. The mixture is stirred for 40 minutes, followed by successive addition of 1 mL of THF and 186 mg of anhydrous lithium iodide. The mixture is stirred for a further 30 minutes, cooled to 0° C., and 39 mg (0.11 mmol) of (2S,3S,4R)-2-(cyclohex-1-enyl)-3-methoxy-4-p-methoxybenzyloxy-cyclohexanone dissolved in 0.5 mL of THF are added. The bath is removed and the reaction i... Starting materials: N1C=CC=C1 (pyrrole), FC1=CC=C(CBr)C=C1 (4-fluorobenzyl bromide), [OH-].[Na+] (NaOH). The reagents and catalysts are [Br-].C(CCC)[N+](CCCC)(CCCC)CCCC (tetrabutylammonium bromide). Run in ClCCl (dichloromethane). Product: FC1=CC=C(CN2C=CC=C2)C=C1 (1-(4-Fluorobenzyl)-1H-pyrrole). Yield: 79.2%. As a reaction SMILES: [NH:1]1[CH:5]=[CH:4][CH:3]=[CH:2]1.[F:6][C:7]1[CH:14]=[CH:13][C:10]([CH2:11]Br)=[CH:9][CH:8]=1.[OH-].[Na+]>ClCCl.[Br-].C([N+](CCCC)(CCCC)CCCC)CCC>[F:6][C:7]1[CH:14]=[CH:13][C:10]([CH2:11][N:1]2[CH:5]=[CH:4][CH:3]=[CH:2]2)=[CH:9][CH:8]=1 |f:2.3,5.6|. Procedure: To a stirred solution of pyrrole (10.0 mL, 9.67 g, 144.13 mmol) in dichloromethane (200 mL) were added tetrabutylammonium bromide (46.5 g, 144.13 mmol), 4-fluorobenzyl bromide (17.7 mL, 158.54 mmol) and 50% NaOH aqueous solution (120 mL) with cooling in an ice-water bath. The resulting mixture was heated to reflux for 5 hr. After cooling down, it was quenched with saturated aqueous NH4Cl solution (200 mL), and extracted with dichloromethane (300 mL). The organic extract was dried over sodium sul... The reactants are CC(C)(C)OC(=O)N1CCc2ccc(Cl)c(CSc3cnc(NCC4CC4)s3)c2CC1, ClCCl, O=C(O)C(F)(F)F. The product is Clc1ccc2c(c1CSc1cnc(NCC3CC3)s1)CCNCC2. As a reaction SMILES: [C:1]([O:2][C:3](=[O:4])[N:8]1[CH2:9][CH2:10][c:11]2[c:12]([c:15]([CH2:20][S:21][c:22]3[cH:23][n:24][c:25]([NH:27][CH2:28][CH:29]4[CH2:30][CH2:31]4)[s:26]3)[c:16]([Cl:19])[cH:17][cH:18]2)[CH2:13][CH2:14]1)([CH3:5])([CH3:6])[CH3:7].[Cl:39][CH2:40][Cl:41].[OH:32][C:33]([C:34]([F:35])([F:36])[F:37])=[O:38]>>[NH:8]1[CH2:9][CH2:10][c:11]2[c:12]([c:15]([CH2:20][S:21][c:22]3[cH:23][n:24][c:25]([NH:27][CH2:28][CH:29]4[CH2:30][CH2:31]4)[s:26]3)[c:16]([Cl:19])[cH:17][cH:18]2)[CH2:13][CH2:14]1.